This data is from the Open Reaction Database (ORD), a public repository of structured organic reaction records. The task is: describe an organic reaction: reactants, conditions, products, and yield Starting materials: CCCCc1nc(Cl)c(CO)n1Cc1ccc(-c2ccccc2S(=O)(=O)NC(=O)CNC(=O)OC(C)(C)C)cc1, ClCCl, O=C(O)C(F)(F)F. Product: CCCCc1nc(Cl)c(CO)n1Cc1ccc(-c2ccccc2S(=O)(=O)NC(=O)CN)cc1. Reaction SMILES: [C:1]([O:2][C:3](=[O:4])[NH:7][CH2:8][C:9](=[O:10])[NH:11][S:12](=[O:13])(=[O:14])[c:15]1[c:16](-[c:21]2[cH:22][cH:23][c:24]([CH2:27][n:28]3[c:29]([CH2:36][CH2:37][CH2:38][CH3:39])[n:30][c:31]([Cl:35])[c:32]3[CH2:33][OH:34])[cH:25][cH:26]2)[cH:17][cH:18][cH:19][cH:20]1)([CH3:5])([CH3:6])[CH3:40].[Cl:48][CH2:49][Cl:50].[F:41][C:42]([F:43])([F:44])[C:45]([OH:46])=[O:47]>>[NH2:7][CH2:8][C:9](=[O:10])[NH:11][S:12](=[O:13])(=[O:14])[c:15]1[c:16](-[c:21]2[cH:22][cH:23][c:24]([CH2:27][n:28]3[c:29]([CH2:36][CH2:37][CH2:38][CH3:39])[n:30][c:31]([Cl:35])[c:32]3[CH2:33][OH:34])[cH:25][cH:26]2)[cH:17][cH:18][cH:19][cH:20]1. Starting materials: CCOC(=O)C(C)Br, [Cl-], I, N#Cc1ccccc1, [NH4+], C1CCOC1, O, [Zn]. Product: CCOC(=O)C(C)=C(N)c1ccccc1. As a reaction SMILES: [Br:1][CH:2]([C:3](=[O:4])[O:5][CH2:6][CH3:7])[CH3:8].[Cl-:18].[I:9].[N:10]#[C:11][c:12]1[cH:13][cH:14][cH:15][cH:16][cH:17]1.[NH4+:19].[O:20]1[CH2:21][CH2:22][CH2:23][CH2:24]1.[OH2:26].[Zn:25]>>[C:2]([C:3](=[O:4])[O:5][CH2:6][CH3:7])([CH3:8])=[C:11]([NH2:10])[c:12]1[cH:13][cH:14][cH:15][cH:16][cH:17]1.